Dataset: the Open Reaction Database (ORD), a public repository of structured organic reaction records. Task: describe an organic reaction: reactants, conditions, products, and yield The reactants are CN1N=C2N(C3=C(OC2(C)C)C=CC(=C3)[N+](=O)[O-])C1=O (2,4,4-Trimethyl-8-nitro-2,4-dihydro-1H-benzo[b][1,2,4]triazolo[4,3-d][1,4]oxazin-1-one). The reagents and catalysts are [Pd] (Pd—C). Solvent: CO (methanol). Conditions: time 8 hour. The product is NC1=CC2=C(OC(C=3N2C(N(N3)C)=O)(C)C)C=C1 (8-amino-2,4,4-trimethyl-2,4-dihydro-1H-benzo[b][1,2,4]triazolo[4,3-d][1,4]oxazin-1-one). The yield is 110.4%. RXN SMILES: [CH3:1][N:2]1[C:19](=[O:20])[N:5]2[C:6]3[CH:15]=[C:14]([N+:16]([O-])=O)[CH:13]=[CH:12][C:7]=3[O:8][C:9]([CH3:11])([CH3:10])[C:4]2=[N:3]1>CO.[Pd]>[NH2:16][C:14]1[CH:13]=[CH:12][C:7]2[O:8][C:9]([CH3:11])([CH3:10])[C:4]3[N:5]([C:19](=[O:20])[N:2]([CH3:1])[N:3]=3)[C:6]=2[CH:15]=1. Procedure details: 2,4,4-Trimethyl-8-nitro-2,4-dihydro-1H-benzo[b][1,2,4]triazolo[4,3-d][1,4]oxazin-1-one (249 mg) and 10% Pd—C were suspended in methanol (5 mL). The reaction mixture was stirred at room temperature under H2 atmosphere (1 atm) overnight. The catalyst was filtered off over celite and washed with methanol (5×20 mL). The filtrate was evaporated to give 8-amino-2,4,4-trimethyl-2,4-dihydro-1H-benzo[b][1,2,4]triazolo[4,3-d][1,4]oxazin-1-one (245 mg, quant).